From a dataset of the Open Reaction Database (ORD), a public repository of structured organic reaction records. describe an organic reaction: reactants, conditions, products, and yield Reactants: ice water, ClC=1C(=CC2=C(C(C=C(O2)C(=O)N)=O)C1C)C (6-chloro-5,7-dimethyl-4-oxo-4H-1-benzopyran-2-carboxamide), P(=O)(Cl)(Cl)Cl (phosphorus oxychloride). The solvent is CN(C=O)C (N,N-dimethylformamide). The product is 30.5, ClC=1C(=CC2=C(C(C=C(O2)C#N)=O)C1C)C (6-chloro-5,7-dimethyl-4-oxo-4H-1-benzopyran-2-carbonitrile). Reaction SMILES: P(Cl)(Cl)(Cl)=O.[Cl:6][C:7]1[C:8]([CH3:22])=[CH:9][C:10]2[O:15][C:14]([C:16]([NH2:18])=O)=[CH:13][C:12](=[O:19])[C:11]=2[C:20]=1[CH3:21]>CN(C)C=O>[Cl:6][C:7]1[C:8]([CH3:22])=[CH:9][C:10]2[O:15][C:14]([C:16]#[N:18])=[CH:13][C:12](=[O:19])[C:11]=2[C:20]=1[CH3:21]. Procedure details: To 400 parts of N,N-dimethylformamide was slowly added 21 parts of phosphorus oxychloride with stirring and ice cooling. Then in small quantities 33.9 parts of 6-chloro-5,7-dimethyl-4-oxo-4H-1-benzopyran-2-carboxamide was added to the solution. After the addition was completed the reaction mixture was stirred at room temperature for 18 hours. The dark solution which resulted was poured into 1500 parts of ice/water. The precipitated solid was filtered off and crystallised from ethanol to give 30.... Reactants: mixture, O1COCC1 (1,3-dioxolan), [Sn](Cl)(Cl)(Cl)Cl (tin tetrachloride), C(C)C=1C(NC(NC1)=S)=O (5-ethyl-2-thiouracil), C[Si](C)(C)C(C(=O)N)[Si](C)(C)C (bis-(trimethylsilyl)-acetamide), [Si](C)(C)(C(C)(C)C)Cl (t-butyldimethylsilyl chloride), N1C=NC=C1 (imidazole), C([O-])(O)=O.[Na+] (sodium bicarbonate). The solvent is O (water), CO (methanol), ClCCl (dichloromethane), C(C)#N (acetonitrile). Reaction conditions: time 3 hour. Product: [Si](C)(C)(C(C)(C)C)OCCOCN1C(=S)NC(=O)C(=C1)CC (1-[(2-t-butyldimethylsilyloxyethoxy)methyl]-5-ethyl-2-thiouracil). Yield: 52.2%. As a reaction SMILES: [CH2:1]([C:3]1[C:4](=[O:10])[NH:5][C:6](=[S:9])[NH:7][CH:8]=1)[CH3:2].C[Si](C([Si](C)(C)C)C(N)=O)(C)C.[O:23]1[CH2:27][CH2:26][O:25][CH2:24]1.[Sn](Cl)(Cl)(Cl)Cl.C(=O)(O)[O-].[Na+].[Si:38](Cl)([C:41]([CH3:44])([CH3:43])[CH3:42])([CH3:40])[CH3:39].N1C=CN=C1>ClCCl.C(#N)C.O.CO>[Si:38]([O:25][CH2:26][CH2:27][O:23][CH2:24][N:7]1[CH:8]=[C:3]([CH2:1][CH3:2])[C:4](=[O:10])[NH:5][C:6]1=[S:9])([C:41]([CH3:44])([CH3:43])[CH3:42])([CH3:40])[CH3:39] |f:4.5|. Procedure: To 6.2 g (40 mmol) of 5-ethyl-2-thiouracil suspended in 100 ml of dichloromethane was added 22 ml (88 mmol) of bis-(trimethylsilyl)-acetamide under a nitrogen atmosphere at room temperature, and the mixture was stirred for 3 hours. To this was further added gently 3.4 ml (48 mmol) of 1,3-dioxolan and 5.6 ml (48 mmol) of tin tetrachloride. The resulting mixture was then subjected to reflux for 17 hours. The reaction mixture thus obtained was poured into 100 ml of a mixture of methanol and water (... Starting materials: Cc1cc2nn[nH]c2cc1C, c1ccc2[nH]c(Cn3nnc4ccccc43)nc2c1. Product: Cc1cc2nnn(Cc3nc4ccccc4[nH]3)c2cc1C. Reaction SMILES: [CH3:20][c:21]1[cH:22][c:23]2[c:24]([nH:25][n:26][n:27]2)[cH:28][c:29]1[CH3:30].[nH:1]1[c:2]([CH2:10][n:11]2[c:12]3[cH:13][cH:14][cH:15][cH:16][c:17]3[n:18][n:19]2)[n:3][c:4]2[c:5]1[cH:6][cH:7][cH:8][cH:9]2>>[nH:1]1[c:2]([CH2:10][n:27]2[c:23]3[cH:22][c:21]([CH3:20])[c:29]([CH3:30])[cH:28][c:24]3[n:25][n:26]2)[n:3][c:4]2[c:5]1[cH:6][cH:7][cH:8][cH:9]2. Starting materials: CSC1=NC=CC(=N1)[Sn](CCCC)(CCCC)CCCC (2-Methylthio-4-tributylstannylpyrimidine), BrC1=CC=C(C=C1)Br (1,4-dibromobenzene). The reagents and catalysts are Cl[Pd]Cl (PdCl2). The solvent is C=1(C(=CC=CC1)C)C (xylene). Yields the product acetone hexanes, BrC1=CC=C(C=C1)C1=NC(=NC=C1)SC (4-(4-Bromo-phenyl)-2-methylsulfanyl-pyrimidine). Reaction SMILES: [CH3:1][S:2][C:3]1[N:8]=[C:7]([Sn](CCCC)(CCCC)CCCC)[CH:6]=[CH:5][N:4]=1.[Br:22][C:23]1[CH:28]=[CH:27][C:26](Br)=[CH:25][CH:24]=1>C1(C)C(C)=CC=CC=1.Cl[Pd]Cl>[Br:22][C:23]1[CH:28]=[CH:27][C:26]([C:7]2[CH:6]=[CH:5][N:4]=[C:3]([S:2][CH3:1])[N:8]=2)=[CH:25][CH:24]=1. Reported procedure: 2-Methylthio-4-tributylstannylpyrimidine (3.5 g, 7.5 mmol), PdCl2 (525 mg, 0.75 mmol) and 1,4-dibromobenzene (5.3 g, 22.5 mmol) were refluxed in xylene (75 ml) for 30 minutes, filtered and poured directly on a column of silicagel. Chromatography (acetone/hexanes:3/97 to 5/95) gave the title compound as white solid, which was crystallized from hexanes. Yield: 1.1 g (52%). As a reaction SMILES: Br[C:2]1[CH:3]=[C:4]([CH2:9][NH:10][C:11]([C:13]2[CH:18]=[C:17]([CH3:19])[CH:16]=[C:15]([C:20]([NH:22][CH2:23][C:24]3[C:25]([NH:37][CH:38]4[CH2:43][CH2:42][O:41][CH2:40][CH2:39]4)=[C:26]4[CH:34]=[N:33][N:32]([CH2:35][CH3:36])[C:27]4=[N:28][C:29]=3[CH2:30][CH3:31])=[O:21])[CH:14]=2)=[O:12])[CH:5]=[CH:6][C:7]=1[CH3:8].[CH:44]([C:46]1[CH:47]=[C:48](B(O)O)[CH:49]=[CH:50][CH:51]=1)=[O:45].C(=O)([O-])[O-].[K+].[K+]>O1CCOCC1.O.C(Cl)Cl.C1C=CC([P]([Pd]([P](C2C=CC=CC=2)(C2C=CC=CC=2)C2C=CC=CC=2)([P](C2C=CC=CC=2)(C2C=CC=CC=2)C2C=CC=CC=2)[P](C2C=CC=CC=2)(C2C=CC=CC=2)C2C=CC=CC=2)(C2C=CC=CC=2)C2C=CC=CC=2)=CC=1>[CH2:35]([N:32]1[C:27]2=[N:28][C:29]([CH2:30][CH3:31])=[C:24]([CH2:23][NH:22][C:20]([C:15]3[CH:16]=[C:17]([CH3:19])[CH:18]=[C:13]([C:11]([NH:10][CH2:9][C:4]4[CH:3]=[C:2]([C:50]5[CH:49]=[CH:48][CH:47]=[C:46]([CH:44]=[O:45])[CH:51]=5)[C:7]([CH3:8])=[CH:6][CH:5]=4)=[O:12])[CH:14]=3)=[O:21])[C:25]([NH:37][CH:38]3[CH2:43][CH2:42][O:41][CH2:40][CH2:39]3)=[C:26]2[CH:34]=[N:33]1)[CH3:36] |f:2.3.4,^1:74,76,95,114|. The yield is 60.8%. Procedure: N-[(3-Bromo-4-methylphenyl)methyl]-N′-{[1,6-diethyl-4-(tetrahydro-2H-pyran-4-ylamino)-1H-pyrazolo[3,4-b]pyridin-5-yl]methyl}-5-methyl-1,3-benzenedicarboxamide (840 mg, 1.297 mmol), (3-formylphenyl)boronic acid (194 mg, 1.297 mmol), potassium carbonate (538 mg, 3.89 mmol), and Pd(Ph3P)4 (74.9 mg, 0.065 mmol) were divided into 3 portions and added to three 2-5 mL Biotage microwave vials in 1,4-dioxane (3 mL) and water (1 mL). The vials were capped and the mixture was microwaved at normal power in ... Yields the product C(C)N1N=CC=2C1=NC(=C(C2NC2CCOCC2)CNC(=O)C2=CC(=CC(=C2)C)C(=O)NCC=2C=C(C(=CC2)C)C2=CC(=CC=C2)C=O)CC (N-{[1,6-diethyl-4-(tetrahydro-2H-pyran-4-ylamino)-1H-pyrazolo[3,4-b]pyridin-5-yl]methyl}-N′-[(3′-formyl-6-methyl-3-biphenylyl)methyl]-5-methyl-1,3-benzenedicarboxamide). The reactants are three, BrC=1C=C(C=CC1C)CNC(=O)C1=CC(=CC(=C1)C)C(=O)NCC=1C(=C2C(=NC1CC)N(N=C2)CC)NC2CCOCC2 (N-[(3-Bromo-4-methylphenyl)methyl]-N′-{[1,6-diethyl-4-(tetrahydro-2H-pyran-4-ylamino)-1H-pyrazolo[3,4-b]pyridin-5-yl]methyl}-5-methyl-1,3-benzenedicarboxamide), C(=O)C=1C=C(C=CC1)B(O)O ((3-formylphenyl)boronic acid), C([O-])([O-])=O.[K+].[K+] (potassium carbonate). The reagents and catalysts are C=1C=CC(=CC1)[P](C=2C=CC=CC2)(C=3C=CC=CC3)[Pd]([P](C=4C=CC=CC4)(C=5C=CC=CC5)C=6C=CC=CC6)([P](C=7C=CC=CC7)(C=8C=CC=CC8)C=9C=CC=CC9)[P](C=1C=CC=CC1)(C=1C=CC=CC1)C=1C=CC=CC1 (Pd(Ph3P)4). Solvent: O1CCOCC1 (1,4-dioxane), C(Cl)Cl (DCM), O (water). Reactants: COC=1C=C(C(=O)O)C=C(C1)[N+](=O)[O-] (3-Methoxy-5-nitrobenzoic acid), n-(3-dimethyl aminopropyl)-n′-ethylcarbodiimide hydrochloride, CNC (Dimethylamine). Run in C(Cl)Cl (DCM). Conditions: time 8 hour. Yields the product COC=1C=C(C(=O)N(C)C)C=C(C1)[N+](=O)[O-] (3-Methoxy-N,N-dimethyl-5-nitrobenzamide). RXN SMILES: [CH3:1][O:2][C:3]1[CH:4]=[C:5]([CH:9]=[C:10]([N+:12]([O-:14])=[O:13])[CH:11]=1)[C:6](O)=[O:7].[CH3:15][NH:16][CH3:17]>C(Cl)Cl>[CH3:1][O:2][C:3]1[CH:4]=[C:5]([CH:9]=[C:10]([N+:12]([O-:14])=[O:13])[CH:11]=1)[C:6]([N:16]([CH3:17])[CH3:15])=[O:7]. Procedure details: 3-Methoxy-5-nitrobenzoic acid (1 g; 5.1 mmol; 1 eq) is preactivated with n-(3-dimethyl aminopropyl)-n′-ethylcarbodiimide hydrochloride (1.2 g; 6.1 mmol; 1.2 eq) in DCM (30 mL) for 10 mM. Dimethylamine (343 mg; 7.6 mmol; 1.5 eq) is then added and the reaction mixture stirred overnight. After quenching the reaction mixture with water, the organic phase is washed with water and citric acid (5%) and dried over MgSO4. The solvent is evaporated to dryness according 1.1 g (97%) of the title compound as... The reactants are C1CCOC1, C1CCCCC1, Cc1ccccc1, CN(C)C=O, CCCCCC, [Li]C(C)CC, Cl, CCCc1ccc(-c2cccc(F)c2)cc1. The product is CCCc1ccc(-c2ccc(C=O)c(F)c2)cc1. As a reaction SMILES: [CH2:17]1[CH2:19][CH2:18][CH2:20][O:21]1.[CH2:46]1[CH2:47][CH2:48][CH2:49][CH2:50][CH2:51]1.[CH3:28][c:29]1[cH:30][cH:31][cH:32][cH:33][cH:34]1.[CH3:35][N:36]([CH3:37])[CH:38]=[O:39].[CH3:40][CH2:41][CH2:42][CH2:43][CH2:44][CH3:45].[CH:22]([Li:23])([CH2:24][CH3:25])[CH3:26].[ClH:27].[F:1][c:2]1[cH:3][c:4](-[c:8]2[cH:9][cH:10][c:11]([CH2:14][CH2:15][CH3:16])[cH:12][cH:13]2)[cH:5][cH:6][cH:7]1>>[F:1][c:2]1[cH:3][c:4](-[c:8]2[cH:9][cH:10][c:11]([CH2:14][CH2:15][CH3:16])[cH:12][cH:13]2)[cH:5][cH:6][c:7]1[CH:20]=[O:21]. Reactants: C(C)N(C1=NC(=CC(=C1)C(=O)NNC(C1=CC(=C(C(=C1)C)OCC1=CC=CC=C1)CC)=O)C)CC (4-benzyloxy-3-ethyl-5-methyl-benzoic acid N′-(2-diethylamino-6-methyl-pyridine-4-carbonyl)-hydrazide), C(C)N(C1=NC(=CC(=C1)C1=NN=C(O1)C1=CC(=C(C(=C1)C)O)CC)C)CC (4-[5-(2-Diethylamino-6-methyl-pyridin-4-yl)-[1,3,4]oxadiazol-2-yl]-2-ethyl-6-methyl-phenol), COC=1C=CC(=CC1)P2(=S)SP(=S)(S2)C=3C=CC(=CC3)OC (Lawesson reagent). The solvent is CC(OCC)=O (EA), C1CCOC1 (THF). Run at temperature 110 celsius, time 15 minute. Product: C(C1=CC=CC=C1)OC1=C(C=C(C=C1C)C1=NN=C(S1)C1=CC(=NC(=C1)C)N(CC)CC)CC ({4-[5-(4-benzyloxy-3-ethyl-5-methyl-phenyl)-[1,3,4]thiadiazol-2-yl]-6-methyl-pyridin-2-yl}-diethyl-amine). Reaction SMILES: [CH2:1]([N:3]([CH2:34][CH3:35])[C:4]1[CH:9]=[C:8]([C:10]([NH:12][NH:13][C:14](=O)[C:15]2[CH:20]=[C:19]([CH3:21])[C:18]([O:22][CH2:23][C:24]3[CH:29]=[CH:28][CH:27]=[CH:26][CH:25]=3)=[C:17]([CH2:30][CH3:31])[CH:16]=2)=O)[CH:7]=[C:6]([CH3:33])[N:5]=1)[CH3:2].C(N(CC)C1C=C(C2OC(C3C=C(C)C(O)=C(CC)C=3)=NN=2)C=C(C)N=1)C.COC1C=CC(P2(SP(C3C=CC(OC)=CC=3)(=S)S2)=[S:72])=CC=1>C1COCC1.CC(=O)OCC>[CH2:23]([O:22][C:18]1[C:19]([CH3:21])=[CH:20][C:15]([C:14]2[S:72][C:10]([C:8]3[CH:7]=[C:6]([CH3:33])[N:5]=[C:4]([N:3]([CH2:1][CH3:2])[CH2:34][CH3:35])[CH:9]=3)=[N:12][N:13]=2)=[CH:16][C:17]=1[CH2:30][CH3:31])[C:24]1[CH:25]=[CH:26][CH:27]=[CH:28][CH:29]=1. Reported procedure: To a solution of 4-benzyloxy-3-ethyl-5-methyl-benzoic acid N′-(2-diethylamino-6-methyl-pyridine-4-carbonyl)-hydrazide (1.29 g, 2.72 mmol, intermediate from Example 81 step a)) in THF (15 mL), Lawesson reagent (1.21 g, 2.99 mmol) is added. The mixture is stirred at 110° C. for 15 min under microwave irradiation (300 W, external cooling). The mixture is cooled to rt, diluted with EA (100 mL) and washed with sat. aq. Na2CO3-solution (3×50 mL) followed by brine (1×50 mL). The org. extract is dried o... The reactants are [OH-].[K+] (potassium hydroxide), FC(C1=CC(=CC=C1)O)(F)F (α,α,α-trifluoro-m-cresol), C1(=CC=CC=C1)C (toluene), BrC1=CC(=CC=C1)Br (1,3-Dibromobenzene), cuprous chloride. Run in O (water). Conditions: time 18 hour. The product is FC(C=1C=C(OC=2C=C(C=CC2)Br)C=CC1)(F)F (3-(3-trifluoromethylphenoxy) bromobenzene). Isolated yield 45.0%. RXN SMILES: [OH-].[K+].[F:3][C:4]([F:13])([F:12])[C:5]1[CH:10]=[CH:9][CH:8]=[C:7]([OH:11])[CH:6]=1.C1(C)C=CC=CC=1.[Br:21][C:22]1[CH:27]=[CH:26][CH:25]=[C:24](Br)[CH:23]=1>O>[F:3][C:4]([F:12])([F:13])[C:5]1[CH:6]=[C:7]([CH:8]=[CH:9][CH:10]=1)[O:11][C:24]1[CH:23]=[C:22]([Br:21])[CH:27]=[CH:26][CH:25]=1 |f:0.1|. Procedure: The reaction is performed in a 1 L 3-necked flask equipped with a mechanical stirrer, a Dean-Stark trap topped with a condenser and a nitrogen bubbler, and a stopper. The flask is flushed with nitrogen and charged firstly with potassium hydroxide (22.4 g, 0.4 mol), α,α,α-trifluoro-m-cresol (64.8 g, 0.4 mol), and toluene (500 mL). The mixture is stirred and heated at reflux for 2 h, during which time water collected in the trap (ca. 6mL). 1,3-Dibromobenzene (50 mL, 0.42 mol) and cuprous chloride ...